This data is from the Open Reaction Database (ORD), a public repository of structured organic reaction records. The task is: describe an organic reaction: reactants, conditions, products, and yield Starting materials: C(C1=CC=CC=C1)(C1=CC=CC=C1)OCCC1=CC=NC=C1 (4-(2-(Benzhydryloxy)ethyl)pyridine), C(C1=CC=CC=C1)Br (benzyl bromide), [BH4-].[Na+] (Sodium borohydride). The solvent is C(C)#N (acetonitrile). Conditions: time 4 hour. Product: C(C1=CC=CC=C1)(C1=CC=CC=C1)OCCC=1CCN(CC1)CC1=CC=CC=C1 (4-(2-(benzhydryloxy)ethyl)-1-benzyl-1,2,3,6-tetrahydropyridine). Isolated yield 94.3%. Reaction SMILES: [CH:1]([O:14][CH2:15][CH2:16][C:17]1[CH:22]=[CH:21][N:20]=[CH:19][CH:18]=1)([C:8]1[CH:13]=[CH:12][CH:11]=[CH:10][CH:9]=1)[C:2]1[CH:7]=[CH:6][CH:5]=[CH:4][CH:3]=1.[CH2:23](Br)[C:24]1[CH:29]=[CH:28][CH:27]=[CH:26][CH:25]=1.[BH4-].[Na+]>C(#N)C>[CH:1]([O:14][CH2:15][CH2:16][C:17]1[CH2:18][CH2:19][N:20]([CH2:23][C:24]2[CH:29]=[CH:28][CH:27]=[CH:26][CH:25]=2)[CH2:21][CH:22]=1)([C:8]1[CH:13]=[CH:12][CH:11]=[CH:10][CH:9]=1)[C:2]1[CH:3]=[CH:4][CH:5]=[CH:6][CH:7]=1 |f:2.3|. Procedure details: With reference to FIG. 7, 4-(2-(benzhydryloxy)ethyl)pyridine 3 (4.0 g, 13.82 mmol) and benzyl bromide (2.86 g, 16.73 mmol) were dissolved in 20 ml of dry acetonitrile and refluxed for 6 hrs. The solvent was removed in vacuo. After drying the residue for 2 hrs under high vacuum, it was dissolved in 30 ml of dry methanol and cooled in an ice-bath. Sodium borohydride (0.76 g, 20.05 mmol) was then added very slowly portionwise over a period of 1.5 hrs, and the solution was gradually brought to room ... Starting materials: CCOCC, Cl, CCOC(=O)CCCN, [Na+], O=C([O-])O, O=C(Cl)COc1ccccc1, O. Product: CCOC(=O)CCCNC(=O)COc1ccccc1. As a reaction SMILES: [CH3:27][CH2:28][O:29][CH2:30][CH3:31].[ClH:1].[NH2:2][CH2:3][CH2:4][CH2:5][C:6](=[O:7])[O:8][CH2:9][CH3:10].[Na+:26].[O-:22][C:23]([OH:24])=[O:25].[O:11]([c:12]1[cH:13][cH:14][cH:15][cH:16][cH:17]1)[CH2:18][C:19](=[O:20])[Cl:21].[OH2:32]>>[NH:2]([CH2:3][CH2:4][CH2:5][C:6](=[O:7])[O:8][CH2:9][CH3:10])[C:19]([CH2:18][O:11][c:12]1[cH:13][cH:14][cH:15][cH:16][cH:17]1)=[O:20]. Reactants: COc1cc(-c2nc3ccc(N4CC(C)N(C(=O)OC(C)(C)C)CC(C)(C)C4)cc3c(=O)n2CC(=O)NC(C)C)ccc1F, CO, ClCCl, O=C(O)C(F)(F)F. Yields the product COc1cc(-c2nc3ccc(N4CC(C)NCC(C)(C)C4)cc3c(=O)n2CC(=O)NC(C)C)ccc1F. As a reaction SMILES: [C:1]([O:2][C:3](=[O:4])[N:8]1[CH:9]([CH3:44])[CH2:10][N:11]([c:17]2[cH:18][c:19]3[c:20](=[O:43])[n:21]([CH2:36][C:37]([NH:38][CH:39]([CH3:40])[CH3:41])=[O:42])[c:22](-[c:27]4[cH:28][c:29]([O:34][CH3:35])[c:30]([F:33])[cH:31][cH:32]4)[n:23][c:24]3[cH:25][cH:26]2)[CH2:12][C:13]([CH3:15])([CH3:16])[CH2:14]1)([CH3:5])([CH3:6])[CH3:7].[CH3:55][OH:56].[Cl:52][CH2:53][Cl:54].[F:45][C:46]([F:47])([F:48])[C:49]([OH:50])=[O:51]>>[NH:8]1[CH:9]([CH3:44])[CH2:10][N:11]([c:17]2[cH:18][c:19]3[c:20](=[O:43])[n:21]([CH2:36][C:37]([NH:38][CH:39]([CH3:40])[CH3:41])=[O:42])[c:22](-[c:27]4[cH:28][c:29]([O:34][CH3:35])[c:30]([F:33])[cH:31][cH:32]4)[n:23][c:24]3[cH:25][cH:26]2)[CH2:12][C:13]([CH3:15])([CH3:16])[CH2:14]1. As a reaction SMILES: [CH2:1]([O:3][C:4](=[O:7])[CH2:5][OH:6])[CH3:2].[H-].[Na+].Br.[Br:11][C:12]1[CH:13]=[C:14]([CH2:19]Br)[C:15]([NH2:18])=[N:16][CH:17]=1.O>CN(C=O)C.CCOC(C)=O>[CH2:1]([O:3][C:4](=[O:7])[CH2:5][O:6][CH2:19][C:14]1[C:15]([NH2:18])=[N:16][CH:17]=[C:12]([Br:11])[CH:13]=1)[CH3:2] |f:1.2,3.4|. Conditions: time 15 minute. Starting materials: O (water), C(C)OC(CO)=O (Hydroxy acetic acid ethyl ester), Br.BrC=1C=C(C(=NC1)N)CBr (5-bromo-3-bromomethyl-pyridin-2-ylamine hydrobromide), [H-].[Na+] (sodium hydride). The product is C(C)OC(COCC=1C(=NC=C(C1)Br)N)=O ((2-amino-5-bromo-pyridin-3-ylmethoxy)-acetic acid ethyl ester). Procedure: Hydroxy acetic acid ethyl ester (294 mg, 2.8 mmol) is dissolved in 5.0 mL of DMF and 60% sodium hydride (113 mg, 2.8 mmol) is added at 0° C. The mixture is stirred for 15 min and 5-bromo-3-bromomethyl-pyridin-2-ylamine hydrobromide (392 mg, 1.1 mmol) is added. The mixture is warmed up to room temperature for 2.5 hr. Then water (15 mL) is added along with EtOAc (30 mL). The mixture is stirred for 10 min and the aqueous layer is separated and extracted with EtOAc (2×20 mL). The organic layers are ... The solvent is CCOC(=O)C (EtOAc), CN(C)C=O (DMF). Reactants: O=C([O-])[O-], BrCc1ccccc1, CCCc1nc2onc(C)c2c(=O)[nH]1, [K+], [K+], CN(C)C=O, O. Product: CCCc1nc2onc(C)c2c(=O)n1Cc1ccccc1. As a reaction SMILES: [C:23](=[O:24])([O-:25])[O-:26].[CH2:15]([c:16]1[cH:17][cH:18][cH:19][cH:20][cH:21]1)[Br:22].[CH3:1][c:2]1[n:3][o:4][c:5]2[n:6][c:7]([CH2:12][CH2:13][CH3:14])[nH:8][c:9](=[O:11])[c:10]12.[K+:27].[K+:28].[O:29]=[CH:30][N:31]([CH3:32])[CH3:33].[OH2:34]>>[CH3:1][c:2]1[n:3][o:4][c:5]2[n:6][c:7]([CH2:12][CH2:13][CH3:14])[n:8]([CH2:15][c:16]3[cH:17][cH:18][cH:19][cH:20][cH:21]3)[c:9](=[O:11])[c:10]12. Starting materials: BrB(Br)Br, CC#N, ClCCl, COCCc1nc2c(N)nc3ccccc3c2n1CCCNS(=O)(=O)c1ccc(C)cc1. Product: Cc1ccc(S(=O)(=O)NCCCn2c(CCO)nc3c(N)nc4ccccc4c32)cc1. Reaction SMILES: [B:1]([Br:2])([Br:3])[Br:4].[CH3:40][C:41]#[N:42].[Cl:37][CH2:38][Cl:39].[NH2:5][c:6]1[n:7][c:8]2[cH:9][cH:10][cH:11][cH:12][c:13]2[c:14]2[c:15]1[n:16][c:17]([CH2:33][CH2:34][O:35][CH3:36])[n:18]2[CH2:19][CH2:20][CH2:21][NH:22][S:23](=[O:24])(=[O:25])[c:26]1[cH:27][cH:28][c:29]([CH3:32])[cH:30][cH:31]1>>[NH2:5][c:6]1[n:7][c:8]2[cH:9][cH:10][cH:11][cH:12][c:13]2[c:14]2[c:15]1[n:16][c:17]([CH2:33][CH2:34][OH:35])[n:18]2[CH2:19][CH2:20][CH2:21][NH:22][S:23](=[O:24])(=[O:25])[c:26]1[cH:27][cH:28][c:29]([CH3:32])[cH:30][cH:31]1.